Dataset: the Open Reaction Database (ORD), a public repository of structured organic reaction records. Task: describe an organic reaction: reactants, conditions, products, and yield Reactants: O=C([O-])[O-], C#CCBr, CCO, FC(F)(F)C1CCNCC1, [K+], [K+]. Yields the product C#CCN1CCC(C(F)(F)F)CC1. RXN SMILES: [C:15](=[O:16])([O-:17])[O-:18].[CH2:11]([C:12]#[CH:13])[Br:14].[CH3:21][CH2:22][OH:23].[F:1][C:2]([CH:3]1[CH2:4][CH2:5][NH:6][CH2:7][CH2:8]1)([F:9])[F:10].[K+:19].[K+:20]>>[F:1][C:2]([CH:3]1[CH2:4][CH2:5][N:6]([CH2:13][C:12]#[CH:11])[CH2:7][CH2:8]1)([F:9])[F:10]. Starting materials: NC1=CN=NC=C1 (4-aminopyridazine), CC1(C2=CC=C(C=C2OC=2C=C(C=CC12)P(C1=CC=CC=C1)C1=CC=CC=C1)P(C1=CC=CC=C1)C1=CC=CC=C1)C ((9,9-dimethyl-9H-xanthene-3,6-diyl)bis(diphenylphosphine)), C(C)(C)(C)C1=CC=C(C=C1)N1C(N(C(C1=O)(C)C)CC1=CC(=NC=C1)Cl)=O (3-(4-tert-butylphenyl)-1-[(2-chloropyridin-4-yl)methyl]-5,5-dimethylimidazolidine-2,4-dione), C([O-])([O-])=O.[Cs+].[Cs+] (caesium carbonate). Reagents/catalysts: C(C)(=O)[O-].C(C)(=O)[O-].[Pd+2] (palladium diacetate). Solvent: O1CCOCC1 (dioxane). Run at temperature 90 celsius. The product is C(C)(C)(C)C1=CC=C(C=C1)N1C(N(C(C1=O)(C)C)CC1=CC(=NC=C1)NC1=CN=NC=C1)=O (3-(4-tert-butylphenyl)-5,5-dimethyl-1-{[2-(pyridazin-4-ylamino)pyridin-4-yl]-methyl}imidazolidine-2,4-dione). Isolated yield 5.5%. As a reaction SMILES: [C:1]([C:5]1[CH:10]=[CH:9][C:8]([N:11]2[C:15](=[O:16])[C:14]([CH3:18])([CH3:17])[N:13]([CH2:19][C:20]3[CH:25]=[CH:24][N:23]=[C:22](Cl)[CH:21]=3)[C:12]2=[O:27])=[CH:7][CH:6]=1)([CH3:4])([CH3:3])[CH3:2].[NH2:28][C:29]1[CH:34]=[CH:33][N:32]=[N:31][CH:30]=1.C(=O)([O-])[O-].[Cs+].[Cs+].CC1(C)C2C=CC(P(C3C=CC=CC=3)C3C=CC=CC=3)=CC=2OC2C1=CC=C(P(C1C=CC=CC=1)C1C=CC=CC=1)C=2>O1CCOCC1.C([O-])(=O)C.C([O-])(=O)C.[Pd+2]>[C:1]([C:5]1[CH:10]=[CH:9][C:8]([N:11]2[C:15](=[O:16])[C:14]([CH3:18])([CH3:17])[N:13]([CH2:19][C:20]3[CH:25]=[CH:24][N:23]=[C:22]([NH:28][C:29]4[CH:34]=[CH:33][N:32]=[N:31][CH:30]=4)[CH:21]=3)[C:12]2=[O:27])=[CH:7][CH:6]=1)([CH3:4])([CH3:3])[CH3:2] |f:2.3.4,7.8.9|. Procedure details: To a solution of 0.872 g of 3-(4-tert-butylphenyl)-1-[(2-chloropyridin-4-yl)methyl]-5,5-dimethylimidazolidine-2,4-dione obtained in stage a) of Example 7 in 25 mL of dioxane are successively added, under argon, 430 mg of 4-aminopyridazine, 2.8 g of caesium carbonate, 156 mg of (9,9-dimethyl-9H-xanthene-3,6-diyl)bis(diphenylphosphine) [xantphos] and 50 mg of palladium diacetate. The reaction mixture is heated at 90° C. for 6 hours, filtered and concentrated under reduced pressure. The residue is ... Reaction conditions: temperature 30 celsius. The solvent is C(Cl)Cl (methylene chloride). Product: FC1=C(N[C@H](C(=O)O)C)C=CC(=C1F)F ((2S)-2-(2,3,4-trifluoroanilino)propionic acid). Starting materials: FC1=C(NC(C(=O)OC)C)C=CC(=C1F)F (Methyl 2-(2,3,4-trifluoroanilino)propionate), P(=O)([O-])([O-])[O-] (phosphate), Cl (hydrochloric acid). Procedure: Methyl 2-(2,3,4-trifluoroanilino)propionate (2.0 g) was suspended in a 0.1 M phosphate buffer solution (pH 6.5; 400 ml). After adding Protease N (manufactured by Amano Seiyaku, originating in a bacterium belonging to the genus Bacillus; 0.4 g), the mixture was gently stirred. The mixture was further stirred for 14 hours while maintaining at 30° C. After adding methylene chloride, the liquid reaction mixture was filtered through celite to eliminate denatured protein and then separated. The organi... RXN SMILES: [F:1][C:2]1[C:14]([F:15])=[C:13]([F:16])[CH:12]=[CH:11][C:3]=1[NH:4][CH:5]([CH3:10])[C:6]([O:8]C)=[O:7].P([O-])([O-])([O-])=O.Cl>C(Cl)Cl>[F:1][C:2]1[C:14]([F:15])=[C:13]([F:16])[CH:12]=[CH:11][C:3]=1[NH:4][C@@H:5]([CH3:10])[C:6]([OH:8])=[O:7].